This data is from the Open Reaction Database (ORD), a public repository of structured organic reaction records. The task is: describe an organic reaction: reactants, conditions, products, and yield The reactants are CC=1C(C(C=CC1)(C)C)C(=O)OCC (2,6,6-trimethyl-1-ethoxycarbonyl-2,4-cylohexadiene), C1(=CC=C(C=C1)S(=O)(=O)O)C (p-toluenesulphonic acid), C1=CC=CC=C1 (benzene). Solvent: CCCCC (pentane). Product: CC1=C(C(CC=C1)(C)C)C(=O)OCC (2,6,6-Trimethyl-1-ethoxycarbonyl-1,3-cyclohexadiene). Reaction SMILES: [CH3:1][C:2]1[CH:3]([C:10]([O:12][CH2:13][CH3:14])=[O:11])[C:4]([CH3:9])([CH3:8])[CH:5]=[CH:6][CH:7]=1.C1(C)C=CC(S(O)(=O)=O)=CC=1.C1C=CC=CC=1>CCCCC>[CH3:1][C:2]1[CH:7]=[CH:6][CH2:5][C:4]([CH3:8])([CH3:9])[C:3]=1[C:10]([O:12][CH2:13][CH3:14])=[O:11]. Procedure details: A mixture of 2.0 g of 2,6,6-trimethyl-1-ethoxycarbonyl-2,4-cylohexadiene [prepared according to the process indicated in Example 1], 100 mg of p-toluenesulphonic acid and 25 ml of anhydrous benzene were refluxed for 4 hours in a nitrogen atmosphere. The resulting solution was diluted with pentane, washed with a 5 % solution of sodium bicarbonate, then with water, and then dried over Na2SO4 and concentrated. The reactants are CC(=O)O[BH-](OC(C)=O)OC(C)=O, CC1CCCO1, COC(=O)C(CC1CCCCC1)CC(O)S(=O)(=O)[O-], Cl, CCC1(CC)c2cc(C(N)=O)ccc2CC(OC)C1N, [Na+], [Na+], [Na+], [OH-], O. Product: CCC1(CC)c2cc(C(N)=O)ccc2CC(OC)C1NCCC(CC1CCCCC1)C(=O)OC. Reaction SMILES: [C:50]([O:51][BH-:52]([O:53][C:54](=[O:55])[CH3:56])[O:57][C:58](=[O:59])[CH3:60])(=[O:61])[CH3:62].[CH3:21][CH:22]1[CH2:23][CH2:24][CH2:25][O:26]1.[CH:1]1([CH2:7][CH:8]([CH2:9][CH:10]([OH:11])[S:12]([O-:13])(=[O:14])=[O:15])[C:16](=[O:17])[O:18][CH3:19])[CH2:2][CH2:3][CH2:4][CH2:5][CH2:6]1.[ClH:29].[NH2:30][CH:31]1[CH:32]([O:48][CH3:49])[CH2:33][c:34]2[cH:35][cH:36][c:37]([C:45](=[O:46])[NH2:47])[cH:38][c:39]2[C:40]1([CH2:41][CH3:42])[CH2:43][CH3:44].[Na+:20].[Na+:28].[Na+:63].[OH-:27].[OH2:64]>>[CH:1]1([CH2:7][CH:8]([CH2:9][CH2:10][NH:30][CH:31]2[CH:32]([O:48][CH3:49])[CH2:33][c:34]3[cH:35][cH:36][c:37]([C:45](=[O:46])[NH2:47])[cH:38][c:39]3[C:40]2([CH2:41][CH3:42])[CH2:43][CH3:44])[C:16](=[O:17])[O:18][CH3:19])[CH2:2][CH2:3][CH2:4][CH2:5][CH2:6]1. Starting materials: [BH4-], CCOC(=O)CN(O[SiH](c1ccccc1)c1ccccc1)C(c1cc(F)c(F)c(F)c1)C(C)C(C)(C)C, C1CCOC1, [Li+], [Na+], [Na+], O=S(=O)([O-])[O-]. Product: CC(C(c1cc(F)c(F)c(F)c1)N(CCO)O[SiH](c1ccccc1)c1ccccc1)C(C)(C)C. As a reaction SMILES: [BH4-:1].[C:3]([CH3:4])([CH3:5])([CH3:6])[CH:7]([CH:8]([c:9]1[cH:10][c:11]([F:17])[c:12]([F:16])[c:13]([F:15])[cH:14]1)[N:18]([O:19][SiH:20]([c:21]1[cH:22][cH:23][cH:24][cH:25][cH:26]1)[c:27]1[cH:28][cH:29][cH:30][cH:31][cH:32]1)[CH2:33][C:34](=[O:35])[O:36][CH2:37][CH3:38])[CH3:39].[CH2:47]1[O:48][CH2:49][CH2:50][CH2:51]1.[Li+:2].[Na+:40].[Na+:41].[O-:42][S:43](=[O:44])(=[O:45])[O-:46]>>[C:3]([CH3:4])([CH3:5])([CH3:6])[CH:7]([CH:8]([c:9]1[cH:10][c:11]([F:17])[c:12]([F:16])[c:13]([F:15])[cH:14]1)[N:18]([O:19][SiH:20]([c:21]1[cH:22][cH:23][cH:24][cH:25][cH:26]1)[c:27]1[cH:28][cH:29][cH:30][cH:31][cH:32]1)[CH2:33][CH2:34][OH:35])[CH3:39]. Procedure details: tert-Butyl [2-oxo-6-(3-trifluoromethylphenyl)piperidin-1-yl]carbamate (210 mg) was dissolved in chloroform (4 mL), followed by addition of trifluoroacetic acid (2 mL). After stirring at room temperature for four hours, concentration under reduced pressure gave the title compound (119 mg). The property values of the compound are as follows. Product: NN1C(CCCC1C1=CC(=CC=C1)C(F)(F)F)=O (1-amino-6-(3-trifluoromethylphenyl)piperidin-2-one). Run at time 4 hour. The reactants are O=C1N(C(CCC1)C1=CC(=CC=C1)C(F)(F)F)NC(OC(C)(C)C)=O (tert-Butyl [2-oxo-6-(3-trifluoromethylphenyl)piperidin-1-yl]carbamate), FC(C(=O)O)(F)F (trifluoroacetic acid). As a reaction SMILES: [O:1]=[C:2]1[CH2:7][CH2:6][CH2:5][CH:4]([C:8]2[CH:13]=[CH:12][CH:11]=[C:10]([C:14]([F:17])([F:16])[F:15])[CH:9]=2)[N:3]1[NH:18]C(=O)OC(C)(C)C.FC(F)(F)C(O)=O>C(Cl)(Cl)Cl>[NH2:18][N:3]1[CH:4]([C:8]2[CH:13]=[CH:12][CH:11]=[C:10]([C:14]([F:15])([F:16])[F:17])[CH:9]=2)[CH2:5][CH2:6][CH2:7][C:2]1=[O:1]. The solvent is C(Cl)(Cl)Cl (chloroform). The yield is 78.6%. Starting materials: BrC1=CC=2C3=C(C=NC2C=C1)N(C(N3C=3C(=NN(C3)C)C)=O)C (8-bromo-1-(1,3-dimethyl-1H-pyrazol-4-yl)-3-methyl-1,3-dihydro-imidazo[4,5-c]quinolin-2-one), BrC1=CC=2C3=C(C=NC2C=C1)N(C(N3C=3C(=NN(C3)C)C)=O)C (8-bromo-1-(1,3-dimethyl-1H-pyrazol-4-yl)-3-methyl-1,3-dihydro-imidazo[4,5-c]quinolin-2-one), N1(CCCC1)S(=O)(=O)C=1C=C(C=CC1)B(O)O (3-(pyrrolidinylsulfonyl)phenylboronic acid). The product is CN1N=C(C(=C1)N1C(N(C=2C=NC=3C=CC(=CC3C21)C2=CC(=CC=C2)S(=O)(=O)N2CCCC2)C)=O)C (1-(1,3-Dimethyl-1H-pyrazol-4-yl)-3-methyl-8-[3-(pyrrolidine-1-sulfonyl)-phenyl]-1,3-dihydro-imidazo[4,5-c]quinolin-2-one). As a reaction SMILES: Br[C:2]1[CH:11]=[CH:10][C:9]2[N:8]=[CH:7][C:6]3[N:12]([CH3:23])[C:13](=[O:22])[N:14]([C:15]4[C:16]([CH3:21])=[N:17][N:18]([CH3:20])[CH:19]=4)[C:5]=3[C:4]=2[CH:3]=1.[N:24]1([S:29]([C:32]2[CH:33]=[C:34](B(O)O)[CH:35]=[CH:36][CH:37]=2)(=[O:31])=[O:30])[CH2:28][CH2:27][CH2:26][CH2:25]1>>[CH3:20][N:18]1[CH:19]=[C:15]([N:14]2[C:5]3[C:4]4[CH:3]=[C:2]([C:36]5[CH:35]=[CH:34][CH:33]=[C:32]([S:29]([N:24]6[CH2:28][CH2:27][CH2:26][CH2:25]6)(=[O:30])=[O:31])[CH:37]=5)[CH:11]=[CH:10][C:9]=4[N:8]=[CH:7][C:6]=3[N:12]([CH3:23])[C:13]2=[O:22])[C:16]([CH3:21])=[N:17]1. Procedure: The title compound was synthesized in a similar manner as described for Example 1.1 using 8-bromo-1-(1,3-dimethyl-1H-pyrazol-4-yl)-3-methyl-1,3-dihydro-imidazo[4,5-c]quinolin-2-one (Intermediate A, 40 mg, 0.106 mmol) and 3-(pyrrolidinylsulfonyl)phenylboronic acid (Combi-Blocks, San Diego, USA, 33 mg, 0.129 mmol) to give the title compound as a white solid. (HPLC: tR 2.78 min (Method A); M+H=503 MS-ES; 1H-NMR (d6-DMSO, 400 MHz) 9.00 (s, 1H), 8.16-8.11 (m, 2H), 8.02-7.96 (m, 1H), 7.94-7.89 (m, 1H)...